From a dataset of the Open Reaction Database (ORD), a public repository of structured organic reaction records. describe an organic reaction: reactants, conditions, products, and yield Starting materials: BrC1=CC(=C(C=C1)F)[N+](=O)[O-] (4-bromo-1-fluoro-2-nitrobenzene), N#N (N2), CN1N=CC(=C1)B1OC(C(O1)(C)C)(C)C (1-Methyl-4-(4,4,5,5-tetramethyl-1,3,2-dioxaborolan-2-yl)-1H-pyrazole), C([O-])([O-])=O.[Na+].[Na+] (sodium carbonate). Reagents/catalysts: Cl[Pd]([P](C1=CC=CC=C1)(C2=CC=CC=C2)C3=CC=CC=C3)([P](C4=CC=CC=C4)(C5=CC=CC=C5)C6=CC=CC=C6)Cl (Pd(PPh3)2Cl2). The solvent is O1CCOCC1 (1,4-dioxane). Conditions: temperature 90 celsius. The product is FC1=C(C=C(C=C1)C=1C=NN(C1)C)[N+](=O)[O-] (4-(4-Fluoro-3-nitrophenyl)-1-methyl-1H-pyrazol). The yield is 79.0%. Reaction SMILES: Br[C:2]1[CH:7]=[CH:6][C:5]([F:8])=[C:4]([N+:9]([O-:11])=[O:10])[CH:3]=1.N#N.[CH3:14][N:15]1[CH:19]=[C:18](B2OC(C)(C)C(C)(C)O2)[CH:17]=[N:16]1.C(=O)([O-])[O-].[Na+].[Na+]>O1CCOCC1.Cl[Pd](Cl)([P](C1C=CC=CC=1)(C1C=CC=CC=1)C1C=CC=CC=1)[P](C1C=CC=CC=1)(C1C=CC=CC=1)C1C=CC=CC=1>[F:8][C:5]1[CH:6]=[CH:7][C:2]([C:18]2[CH:17]=[N:16][N:15]([CH3:14])[CH:19]=2)=[CH:3][C:4]=1[N+:9]([O-:11])=[O:10] |f:3.4.5,^1:43,62|. Procedure details: A solution of 4-bromo-1-fluoro-2-nitrobenzene (2 g, 9.095 mmol) in 1,4-dioxane (20 ml) was degassed by N2 bubbling for 5 min. 1-Methyl-4-(4,4,5,5-tetramethyl-1,3,2-dioxaborolan-2-yl)-1H-pyrazole (2.27 g, 10.91 mmol, 1.2 eq.) and aqueous sodium carbonate (2.89 g, 27.27 mmol, 3.0 eq.) were added and the mixture was degassed for another 15 min. Pd(PPh3)2Cl2 (0.638 g, 0.909 mmol, 0.1 eq.) was added sequentially and the mixture was further degassed for 15 min and then heated at 90° C. for 2 h. The mi... The reactants are Cl.COC1=C2CC[C@@H](NC2=CC=C1)C ((S)-5-methoxy-2-methyl-1,2,3,4-tetrahydroquinoline hydrochloride), Br (hydrobromic acid), BrC (bromomethane). Run at temperature 100 celsius, time 1 hour. The product is Br.C[C@@H]1NC=2C=CC=C(C2CC1)O ((S)-2-methyl-1,2,3,4-tetrahydroquinolin-5-ol hydrobromide). The yield is 94.6%. RXN SMILES: Cl.C[O:3][C:4]1[CH:13]=[CH:12][CH:11]=[C:10]2[C:5]=1[CH2:6][CH2:7][C@H:8]([CH3:14])[NH:9]2.[BrH:15].BrC>>[BrH:15].[CH3:14][C@H:8]1[CH2:7][CH2:6][C:5]2[C:4]([OH:3])=[CH:13][CH:12]=[CH:11][C:10]=2[NH:9]1 |f:0.1,4.5|. Reported procedure: A 500-mL round bottomed flask equipped with a heating mantle and an overhead stirrer was charged with (S)-5-methoxy-2-methyl-1,2,3,4-tetrahydroquinoline hydrochloride (20 g, 94 mmol) followed by hydrobromic acid (48%, 154 mL, 1361 mmol). The mixture was heated to 100° C., and the reaction readily proceeded with loss of bromomethane through an uncooled reflux condenser. After 1 h, solids precipitated from the solution. The reaction was complete after 10 h at 100° C. and allowed to cool to ambient... The yield is 93.9%. Reported procedure: A 3 liter, round-bottom flask equipped with a mechanical stirrer, dropping funnel, thermometer and nitrogen bubbler was charged with 168 g of crude 4-ethyl-2-hexyn-1,4-diol TES-ether and 1 liter of THF. After cooling to −70° C. with a dry ice-acetone bath, 200 mL (600 mmol) 65+wt. % solution of Red-Al® in toluene was added slowly to control vigorous gas evolution and foaming during addition of the first 50% of the reagent. Then, the mixture was warmed to 0° C. with an ice bath and stirred for 1 ... Conditions: temperature -70 celsius, time 1 hour. RXN SMILES: [CH2:1]([C:3]([OH:10])([CH2:8][CH3:9])[C:4]#[C:5][CH2:6][OH:7])[CH3:2].CCOCC.C1COCC1.COCCO[AlH2-]OCCOC.[Na+]>C1(C)C=CC=CC=1>[CH2:1]([C:3]([OH:10])([CH2:8][CH3:9])/[CH:4]=[CH:5]/[CH2:6][OH:7])[CH3:2] |f:3.4|. Solvent: C1(=CC=CC=C1)C (toluene). Starting materials: C(C)C(C#CCO)(CC)O (4-ethyl-2-hexyn-1,4-diol), CCOCC (ether), C1CCOC1 (THF), 65+wt, COCCO[AlH2-]OCCOC.[Na+] (Red-Al), reagent. Product: C(C)C(/C=C/CO)(CC)O ((E)-4-ethyl-2-hexen-1,4-diol). Reactants: C1=CC=CC=2C(=CC=3C=CC=4C=CC=CC4C3C21)B(O)O (benzo[c]phenanthrene-5-boronic acid), BrC1=CC2=CC3=CC=CC=C3C=C2C=C1 (2-bromoanthracene), aqueous solution, C([O-])([O-])=O.[Na+].[Na+] (sodium carbonate). The reagents and catalysts are C=1C=CC(=CC1)[P](C=2C=CC=CC2)(C=3C=CC=CC3)[Pd]([P](C=4C=CC=CC4)(C=5C=CC=CC5)C=6C=CC=CC6)([P](C=7C=CC=CC7)(C=8C=CC=CC8)C=9C=CC=CC9)[P](C=1C=CC=CC1)(C=1C=CC=CC1)C=1C=CC=CC1 (tetrakis(triphenylphosphine)palladium(0)). The solvent is COCCOC (1,2-dimethoxyethane). Run at time 8 hour. The product is C1=C(C=CC2=CC3=CC=CC=C3C=C12)C1=CC=2C=CC=3C=CC=CC3C2C2=C1C=CC=C2 (5-(2-anthryl)benzo[c]phenanthrene). Yield: 75.1%. Reaction SMILES: [CH:1]1[C:18]2[C:17]3[C:16]4[CH:15]=[CH:14][CH:13]=[CH:12][C:11]=4[CH:10]=[CH:9][C:8]=3[CH:7]=[C:6](B(O)O)[C:5]=2[CH:4]=[CH:3][CH:2]=1.Br[C:23]1[CH:36]=[CH:35][C:34]2[C:25](=[CH:26][C:27]3[C:32]([CH:33]=2)=[CH:31][CH:30]=[CH:29][CH:28]=3)[CH:24]=1.C(=O)([O-])[O-].[Na+].[Na+]>C1C=CC([P]([Pd]([P](C2C=CC=CC=2)(C2C=CC=CC=2)C2C=CC=CC=2)([P](C2C=CC=CC=2)(C2C=CC=CC=2)C2C=CC=CC=2)[P](C2C=CC=CC=2)(C2C=CC=CC=2)C2C=CC=CC=2)(C2C=CC=CC=2)C2C=CC=CC=2)=CC=1.COCCOC>[CH:24]1[C:25]2[C:34](=[CH:33][C:32]3[C:27]([CH:26]=2)=[CH:28][CH:29]=[CH:30][CH:31]=3)[CH:35]=[CH:36][C:23]=1[C:10]1[C:11]2[CH:12]=[CH:13][CH:14]=[CH:15][C:16]=2[C:17]2[C:18]3[CH:1]=[CH:2][CH:3]=[CH:4][C:5]=3[CH:6]=[CH:7][C:8]=2[CH:9]=1 |f:2.3.4,^1:46,48,67,86|. Procedure details: Under an argon atmosphere, 5.98 g of benzo[c]phenanthrene-5-boronic acid, 5.14 g of 2-bromoanthracene, 0.462 g of tetrakis(triphenylphosphine)palladium(0), 30 mL of 1,2-dimethoxyethane and 15 mL of a 2M aqueous solution of sodium carbonate was charged, and the mixture was refluxed with stirring for 8 hours. After cooling to room temperature, deposited crystals were separated by filtration. The resulting solids were recrystallized with toluene-hexane and washed repeatedly, whereby 6.07 g (yield: ...